From a dataset of the Open Reaction Database (ORD), a public repository of structured organic reaction records. describe an organic reaction: reactants, conditions, products, and yield Reactants: BrC1=CC(=NC2=C(C=C(C=C12)O)Cl)C1=CC(=C(C=C1)O)F (4-Bromo-8-chloro-2-(3-fluoro-4-hydroxyphenyl)quinolin-6-ol), C(#N)C1=CC=C(C=C1)B(O)O (4-cyanophenylboronic acid). Yields the product ClC=1C=C(C=C2C(=CC(=NC12)C1=CC(=C(C=C1)O)F)C1=CC=C(C=C1)C#N)O (8-Chloro-4-(4-cyanophenyl)-2-(3-fluoro-4-hydroxyphenyl)quinolin-6-ol). The yield is 94.0%. Reaction SMILES: Br[C:2]1[C:11]2[C:6](=[C:7]([Cl:13])[CH:8]=[C:9]([OH:12])[CH:10]=2)[N:5]=[C:4]([C:14]2[CH:19]=[CH:18][C:17]([OH:20])=[C:16]([F:21])[CH:15]=2)[CH:3]=1.[C:22]([C:24]1[CH:29]=[CH:28][C:27](B(O)O)=[CH:26][CH:25]=1)#[N:23]>>[Cl:13][C:7]1[CH:8]=[C:9]([OH:12])[CH:10]=[C:11]2[C:6]=1[N:5]=[C:4]([C:14]1[CH:19]=[CH:18][C:17]([OH:20])=[C:16]([F:21])[CH:15]=1)[CH:3]=[C:2]2[C:27]1[CH:28]=[CH:29][C:24]([C:22]#[N:23])=[CH:25][CH:26]=1. Procedure details: This compound was prepared from 45a using 4-cyanophenylboronic acid according to method P. Yellow solid; Yield: 94%; mp 324° C. (dec.); 1H-NMR (400 MHz, DMSO-d6) δ 6.93 (d, J=2.5 Hz, 1H), 7.09 (dd, J=8.8, 8.8 Hz, 1H), 7.54 (d, J=2.6 Hz, 1H), 7.81 (d, J=8.4 Hz, 2H), 8.03 (s, 1H), 8.04 (dd, J=8.5, 1.6 Hz, 1H), 8.09 (d, J=8.4 Hz, 2H), 8.17 (dd, J=12.9, 2.1 Hz, 1H), 10.32 (s, 2H); 19F-NMR (400 MHz, DMSO-d6) δ −136.43 (dd, J=13.0, 9.7 Hz); MS (ESI) m/z 389/391 ([M−H]−), 391/393 ([M+H]+); Anal. Calcd ... The reactants are Cl (hydrogen chloride), [OH-].[Na+] (sodium hydroxide), O=C1CCC(CC1)C(=O)OCC (ethyl 4-oxocyclohexanecarboxylate), C(C1=CC=CC=C1)NCC1=CC=CC=C1 (dibenzylamine), C(C)(=O)O[BH-](OC(C)=O)OC(C)=O.[Na+] (sodium triacetoxyborohydride). The solvent is ClCCCl (1,2-dichloroethane). Reaction conditions: time 10 minute. Product: C(C1=CC=CC=C1)N(CC1=CC=CC=C1)C1CCC(CC1)C(=O)OCC (ethyl 4-(N,N-dibenzylamino)cyclohexanecarboxylate). Isolated yield 87.9%. As a reaction SMILES: O=[C:2]1[CH2:7][CH2:6][CH:5]([C:8]([O:10][CH2:11][CH3:12])=[O:9])[CH2:4][CH2:3]1.[CH2:13]([NH:20][CH2:21][C:22]1[CH:27]=[CH:26][CH:25]=[CH:24][CH:23]=1)[C:14]1[CH:19]=[CH:18][CH:17]=[CH:16][CH:15]=1.C(O[BH-](OC(=O)C)OC(=O)C)(=O)C.[Na+].Cl.[OH-].[Na+]>ClCCCl>[CH2:21]([N:20]([CH:2]1[CH2:7][CH2:6][CH:5]([C:8]([O:10][CH2:11][CH3:12])=[O:9])[CH2:4][CH2:3]1)[CH2:13][C:14]1[CH:19]=[CH:18][CH:17]=[CH:16][CH:15]=1)[C:22]1[CH:27]=[CH:26][CH:25]=[CH:24][CH:23]=1 |f:2.3,5.6|. Reported procedure: To a solution of ethyl 4-oxocyclohexanecarboxylate (1.9 g, 11 mmol) in 1,2-dichloroethane (113 mL) at 23° C. was added dibenzylamine (3.4 g, 3.3 mL, 17 mmol) in one portion. After 10 min, sodium triacetoxyborohydride (4.81 g, 22.7 mmol) was added, and the resulting cloudy suspension was stirred for 48 hrs. The suspension was poured into 1N aqueous hydrogen chloride (100 mL), the resulting mixture was basified to pH 9.0-10.0 with 12.5 M aqueous sodium hydroxide. The basic layer was extracted with... The reactants are CS(C)=O, CCOC(C)=O, N#CC1CC(F)CN1C(=O)CCl, [K+], [K+], O=C([O-])[O-], NC12CC3CC1CC(c1ccc(N4CCCS4(=O)=O)cc1)(C3)C2. Yields the product N#CC1CC(F)CN1C(=O)CNC12CC3CC1CC(c1ccc(N4CCCS4(=O)=O)cc1)(C3)C2. Reaction SMILES: [CH3:42][S:43]([CH3:44])=[O:45].[CH3:46][CH2:47][O:48][C:49]([CH3:50])=[O:51].[Cl:30][CH2:31][C:32](=[O:33])[N:34]1[CH:35]([C:40]#[N:41])[CH2:36][CH:37]([F:39])[CH2:38]1.[K+:24].[K+:25].[O-:26][C:27]([O-:28])=[O:29].[O:1]=[S:2]1(=[O:23])[N:3]([c:7]2[cH:8][cH:9][c:10]([C:13]34[CH2:14][C:15]5([NH2:22])[CH2:16][CH:17]([CH2:18][CH:19]5[CH2:20]3)[CH2:21]4)[cH:11][cH:12]2)[CH2:4][CH2:5][CH2:6]1>>[O:1]=[S:2]1(=[O:23])[N:3]([c:7]2[cH:8][cH:9][c:10]([C:13]34[CH2:14][C:15]5([NH:22][CH2:31][C:32](=[O:33])[N:34]6[CH:35]([C:40]#[N:41])[CH2:36][CH:37]([F:39])[CH2:38]6)[CH2:16][CH:17]([CH2:18][CH:19]5[CH2:20]3)[CH2:21]4)[cH:11][cH:12]2)[CH2:4][CH2:5][CH2:6]1. The reactants are C(=O)([O-])[O-].[Cs+].[Cs+] (Cs2CO3), C(=O)(O)C1=C(C=CC=C1)NC1=C(C=C(C=C1)C1=CC(=C(C=C1)NC1=C(C(=O)O)C=C(C=C1)C)OC)OC (2-((4′-((2-carboxyphenyl)amino)-3,3′-dimethoxy-[1,1′-biphenyl]-4-Yl)amino)-5-methylbenzoic acid), IC1=C(C(=O)O)C=CC=C1 (iodobenzoic acid), COC=1C=C(C=CC1N)C1=CC(=C(C=C1)N)OC (3,3′-dimethoxy-[1,1′-biphenyl]4,4′-diamine), methyl ester. Reagents/catalysts: C=1C=CC(=CC1)/C=C/C(=O)/C=C/C2=CC=CC=C2.C=1C=CC(=CC1)/C=C/C(=O)/C=C/C2=CC=CC=C2.C=1C=CC(=CC1)/C=C/C(=O)/C=C/C2=CC=CC=C2.[Pd].[Pd].C1=CC=C(C=C1)P(CCCP(C2=CC=CC=C2)C3=CC=CC=C3)C4=CC=CC=C4 (Pd2(dba)3 DPPP). Run in C1(=CC=CC=C1)C (toluene). Yields the product NC1=C(C=C(C=C1)C1=CC(=C(C=C1)NC1=C(C(=O)OC)C=CC=C1)OC)OC (methyl 2-((4′-amino-3,3′-dimethoxy-[1,1′-biphenyl]-4-yl)amino)benzoate). RXN SMILES: [C:1]([C:4]1[CH:9]=[CH:8][CH:7]=[CH:6][C:5]=1[NH:10][C:11]1[CH:16]=[CH:15][C:14]([C:17]2[CH:22]=[CH:21][C:20]([NH:23]C3C=CC(C)=CC=3C(O)=O)=[C:19]([O:34][CH3:35])[CH:18]=2)=[CH:13][C:12]=1[O:36][CH3:37])([OH:3])=[O:2].[CH3:38]OC1C=C(C2C=CC(N)=C(OC)C=2)C=CC=1N.IC1C=CC=CC=1C(O)=O.C([O-])([O-])=O.[Cs+].[Cs+]>C1(C)C=CC=CC=1.C1C=CC(/C=C/C(/C=C/C2C=CC=CC=2)=O)=CC=1.C1C=CC(/C=C/C(/C=C/C2C=CC=CC=2)=O)=CC=1.C1C=CC(/C=C/C(/C=C/C2C=CC=CC=2)=O)=CC=1.[Pd].[Pd].C1C=CC(P(C2C=CC=CC=2)CCCP(C2C=CC=CC=2)C2C=CC=CC=2)=CC=1>[NH2:23][C:20]1[CH:21]=[CH:22][C:17]([C:14]2[CH:15]=[CH:16][C:11]([NH:10][C:5]3[CH:6]=[CH:7][CH:8]=[CH:9][C:4]=3[C:1]([O:3][CH3:38])=[O:2])=[C:12]([O:36][CH3:37])[CH:13]=2)=[CH:18][C:19]=1[O:34][CH3:35] |f:3.4.5,7.8.9.10.11.12|. Procedure: Compound Ic-7 can be synthesixed by reacting commercially available 3,3′-dimethoxy-[1,1′-biphenyl]4,4′-diamine (1 equivalent) with 1.2 equivalents of the commercially available methyl ester of iodobenzoic acid in the presence of Pd2(dba)3/DPPP (0.1-0.5 equiv) and 1.2 equivalents Cs2CO3 in toluene at 110° C. for 20 h with vigorous stirring. The intermediate compound methyl 2-((4′-amino-3,3′-dimethoxy-[1,1′-biphenyl]-4-yl)amino)benzoate is isolated by flash chromatography on a C18 column. The prod... Starting materials: CI, CS(C)=O, [H-], [Na+], O=Cc1cccc(O)c1O. The product is COc1c(O)cccc1C=O. As a reaction SMILES: [CH3:13][I:14].[CH3:15][S:16]([CH3:17])=[O:18].[H-:11].[Na+:12].[OH:1][c:2]1[c:3]([CH:4]=[O:5])[cH:6][cH:7][cH:8][c:9]1[OH:10]>>[O:1]([c:2]1[c:3]([CH:4]=[O:5])[cH:6][cH:7][cH:8][c:9]1[OH:10])[CH3:13]. The reactants are COC(=O)CO, NCc1ccccc1. Product: O=C(CO)NCc1ccccc1. RXN SMILES: [CH3:1][O:2][C:3]([CH2:4][OH:5])=[O:6].[NH2:7][CH2:8][c:9]1[cH:10][cH:11][cH:12][cH:13][cH:14]1>>[O:2]=[C:3]([CH2:4][OH:5])[NH:7][CH2:8][c:9]1[cH:10][cH:11][cH:12][cH:13][cH:14]1. Starting materials: C1(=C(C=CC=C1)C(=O)N1CC2CNCC2C1)C1=CC=CC=C1 (Biphenyl-2-yl-(hexahydro-pyrrolo[3,4-c]pyrrol-2-yl)-methanone), ClC1=NC(=CC(=N1)C)C (2-chloro-4,6-dimethyl-pyrimidine). Product: C1(=C(C=CC=C1)C(=O)N1CC2CN(CC2C1)C1=NC(=CC(=N1)C)C)C1=CC=CC=C1 (2-(Biphenyl-2-ylcarbonyl)-5-(4,6-dimethylpyrimidin-2-yl)octahydropyrrolo[3,4-c]pyrrole). Reaction SMILES: [C:1]1([C:17]2[CH:22]=[CH:21][CH:20]=[CH:19][CH:18]=2)[CH:6]=[CH:5][CH:4]=[CH:3][C:2]=1[C:7]([N:9]1[CH2:16][CH:15]2[CH:11]([CH2:12][NH:13][CH2:14]2)[CH2:10]1)=[O:8].Cl[C:24]1[N:29]=[C:28]([CH3:30])[CH:27]=[C:26]([CH3:31])[N:25]=1>>[C:1]1([C:17]2[CH:22]=[CH:21][CH:20]=[CH:19][CH:18]=2)[CH:6]=[CH:5][CH:4]=[CH:3][C:2]=1[C:7]([N:9]1[CH2:10][CH:11]2[CH:15]([CH2:14][N:13]([C:24]3[N:29]=[C:28]([CH3:30])[CH:27]=[C:26]([CH3:31])[N:25]=3)[CH2:12]2)[CH2:16]1)=[O:8]. Procedure details: The title compound was prepared in a manner analogous to Example 15 utilizing Intermediate 17 and 2-chloro-4,6-dimethyl-pyrimidine. MS (ESI) mass calcd. for C25H26N4O, 398.5; m/z found, 399.2 [M+H]+.